Dataset: the Open Reaction Database (ORD), a public repository of structured organic reaction records. Task: describe an organic reaction: reactants, conditions, products, and yield Starting materials: O=C([O-])[O-], Cc1cc(C)c(Sc2nc[nH]n2)c(C)c1, CN(C)C(=O)Cl, CN(C)C=O, [K+], [K+]. Product: Cc1cc(C)c(Sc2ncn(C(=O)N(C)C)n2)c(C)c1. As a reaction SMILES: [C:16](=[O:17])([O-:18])[O-:19].[CH3:1][c:2]1[c:3]([S:10][c:11]2[n:12][nH:13][cH:14][n:15]2)[c:4]([CH3:9])[cH:5][c:6]([CH3:8])[cH:7]1.[CH3:22][N:23]([C:24](=[O:25])[Cl:26])[CH3:27].[CH3:28][N:29]([CH3:30])[CH:31]=[O:32].[K+:20].[K+:21]>>[CH3:1][c:2]1[c:3]([S:10][c:11]2[n:12][n:13]([C:24]([N:23]([CH3:22])[CH3:27])=[O:25])[cH:14][n:15]2)[c:4]([CH3:9])[cH:5][c:6]([CH3:8])[cH:7]1. Reported procedure: 6-Methylnicotinaldehyde (1.0 g, 0.00826 mol) was dissolved in DCM (100 mL). Carbon tetrabromide (5.48 g, 0.0165 mol) and triphenylphosphine (8.66 g, 0.033 mol) was added to the solution followed by stirring at RT for 3 h. Insoluble material was removed by filtration, and the filtrate was concentrated under reduced pressure. The residue was purified through column chromatography (8% EtOAc:hexane in silica 100-200 mesh, diameter of column—5.0 cm, height of silica—approx. 5 inch) to provide the des... Solvent: C(Cl)Cl (DCM). RXN SMILES: [CH3:1][C:2]1[CH:9]=[CH:8][C:5]([CH:6]=O)=[CH:4][N:3]=1.[C:10](Br)(Br)([Br:12])[Br:11].C1(P(C2C=CC=CC=2)C2C=CC=CC=2)C=CC=CC=1>C(Cl)Cl>[Br:11][C:10]([Br:12])=[CH:6][C:5]1[CH:8]=[CH:9][C:2]([CH3:1])=[N:3][CH:4]=1. Reaction conditions: time 3 hour. Yields the product BrC(=CC=1C=CC(=NC1)C)Br (5-(2,2-dibromovinyl)-2-methylpyridine). Yield: 69.9%. Reactants: C(Br)(Br)(Br)Br (Carbon tetrabromide), C1(=CC=CC=C1)P(C1=CC=CC=C1)C1=CC=CC=C1 (triphenylphosphine), CC1=NC=C(C=O)C=C1 (6-Methylnicotinaldehyde).